This data is from the Open Reaction Database (ORD), a public repository of structured organic reaction records. The task is: describe an organic reaction: reactants, conditions, products, and yield The reactants are CN(CCCN(C1=C(C=C(C=C1)[N+](=O)[O-])C(F)(F)F)C)C (N,N,N′-trimethyl-N′-(4-nitro-2-trifluoromethyl-phenyl)-propane-1,3-diamine). The reagents and catalysts are [Ni] (Ni). Run in CO (MeOH). Reaction conditions: time 40 minute. Product: CN(CCCN(C1=C(C=C(C=C1)N)C(F)(F)F)C)C (4-[(3-Dimethylamino-propyl)-methyl-amino]-3-trifluoromethyl-phenylamine). Reaction SMILES: [CH3:1][N:2]([CH3:21])[CH2:3][CH2:4][CH2:5][N:6]([CH3:20])[C:7]1[CH:12]=[CH:11][C:10]([N+:13]([O-])=O)=[CH:9][C:8]=1[C:16]([F:19])([F:18])[F:17]>CO.[Ni]>[CH3:21][N:2]([CH3:1])[CH2:3][CH2:4][CH2:5][N:6]([CH3:20])[C:7]1[CH:12]=[CH:11][C:10]([NH2:13])=[CH:9][C:8]=1[C:16]([F:17])([F:19])[F:18]. Reported procedure: A suspension of N,N,N′-trimethyl-N′-(4-nitro-2-trifluoromethyl-phenyl)-propane-1,3-diamine (1 g, 3.28 mmol) and Raney Ni (˜0.300 g) in MeOH (20 mL) is stirred for 2 h 40 min at rt, under a hydrogen atmosphere. The reaction mixture is filtered through a pad of Celite and concentrated to afford the title compound as a brown oil: ES-MS: 276.2 [M+H]+; single peak at tR=1.30 min (System 1). Reaction SMILES: [Br:1][c:2]1[cH:3][cH:4][c:5]([N+:8](=[O:9])[O-:10])[n:6][cH:7]1.[C:18](=[O:19])([O-:20])[O-:21].[CH2:24]1[O:25][CH2:26][CH2:27][O:28][CH2:29]1.[CH3:12][C:13]1([OH:17])[CH2:14][NH:15][CH2:16]1.[ClH:11].[Cs+:22].[Cs+:23]>>[c:2]1([N:15]2[CH2:14][C:13]([CH3:12])([OH:17])[CH2:16]2)[cH:3][cH:4][c:5]([N+:8](=[O:9])[O-:10])[n:6][cH:7]1. The product is CC1(O)CN(c2ccc([N+](=O)[O-])nc2)C1. Reactants: O=[N+]([O-])c1ccc(Br)cn1, O=C([O-])[O-], C1COCCO1, CC1(O)CNC1, Cl, [Cs+], [Cs+]. The reactants are CC(Cl)OC(=O)OC1CCCCC1, CC#N, [I-], [Na+]. Product: CC(I)OC(=O)OC1CCCCC1. RXN SMILES: [C:1]([O:2][CH:3]([CH3:4])[Cl:5])([O:6][CH:7]1[CH2:8][CH2:9][CH2:10][CH2:11][CH2:12]1)=[O:13].[CH3:16][C:17]#[N:18].[I-:15].[Na+:14]>>[C:1]([O:2][CH:3]([CH3:4])[I:15])([O:6][CH:7]1[CH2:8][CH2:9][CH2:10][CH2:11][CH2:12]1)=[O:13]. Procedure details: Hydrochloride of the compound obtained in Example 19-2 and 3-(tert-butoxycarbonylamino)propionaldehyde can be used in the method of Example 4-1, Step A instead of hydrochloride of the compound prepared in Example 1-1 and furfural, respectively, to prepare (R)-3-[3-(tert-butoxycarbonylamino)propyl]amino-1-(4-chloro-5-isoquinolinesulfonyl)pyrrolidine, and then the resultant can be used in the method of Example 1, Step B to obtain the title compound as hydrochloride. Reaction SMILES: [ClH:1].C(OC(NCCC=O)=O)(C)(C)C.C(=O)C1OC=CC=1.C(OC([NH:28][CH2:29][CH2:30][CH2:31][NH:32][C@@H:33]1[CH2:37][CH2:36][N:35]([S:38]([C:41]2[C:42]3[C:43]([Cl:51])=[CH:44][N:45]=[CH:46][C:47]=3[CH:48]=[CH:49][CH:50]=2)(=[O:40])=[O:39])[CH2:34]1)=O)(C)(C)C>>[NH2:28][CH2:29][CH2:30][CH2:31][NH:32][C@@H:33]1[CH2:37][CH2:36][N:35]([S:38]([C:41]2[C:42]3[C:43]([Cl:51])=[CH:44][N:45]=[CH:46][C:47]=3[CH:48]=[CH:49][CH:50]=2)(=[O:40])=[O:39])[CH2:34]1.[ClH:1]. Product: NCCCN[C@H]1CN(CC1)S(=O)(=O)C=1C=2C(=CN=CC2C=CC1)Cl ((R)-3-(3-Aminopropyl)amino-1-(4-chloro-5-isoquinolinesulfonyl)pyrrolidine), Cl (hydrochloride). Starting materials: Cl (hydrochloride), C(C)(C)(C)OC(=O)NCCCN[C@H]1CN(CC1)S(=O)(=O)C=1C=2C(=CN=CC2C=CC1)Cl ((R)-3-[3-(tert-butoxycarbonylamino)propyl]amino-1-(4-chloro-5-isoquinolinesulfonyl)pyrrolidine), C(C)(C)(C)OC(=O)NCCC=O (3-(tert-butoxycarbonylamino)propionaldehyde), C(C1=CC=CO1)=O (furfural), Cl (Hydrochloride), compound, compound. Procedure details: 4.0 ml of LDA 1M in THF (4.0 mmol) are added under nitrogen to a solution of p-methoxyacetophenone (500 mg, 3.3 mmol) in THF (tetrahydrofuran) (15 ml) at −78° C. The mixture is stirred for 1 h before 5 ml of a THF solution of p-tert-butylbenzaldehyde (594 mg, 3.7 mmol) are added. The reaction is allowed to reach −40° C. over the course of 1 h. A cold aqueous solution of NH4Cl 1N is subsequently added to the reaction mixture. The resultant mixture is partitioned between water (30 ml) and dichloro... Yields the product C(C)(C)(C)C1=CC=C(C=C1)C(CC(=O)C1=CC=C(C=C1)OC)O (3-(4-tert-butylphenyl)-3-hydroxy-1-(4-methoxyphenyl)propan-1-one). Solvent: O1CCCC1 (THF), O1CCCC1 (THF), O1CCCC1 (THF). Reaction SMILES: [Li+].CC([N-]C(C)C)C.[CH3:9][O:10][C:11]1[CH:16]=[CH:15][C:14]([C:17](=[O:19])[CH3:18])=[CH:13][CH:12]=1.[C:20]([C:24]1[CH:31]=[CH:30][C:27]([CH:28]=[O:29])=[CH:26][CH:25]=1)([CH3:23])([CH3:22])[CH3:21].[NH4+].[Cl-]>O1CCCC1>[C:20]([C:24]1[CH:25]=[CH:26][C:27]([CH:28]([OH:29])[CH2:18][C:17]([C:14]2[CH:15]=[CH:16][C:11]([O:10][CH3:9])=[CH:12][CH:13]=2)=[O:19])=[CH:30][CH:31]=1)([CH3:23])([CH3:21])[CH3:22] |f:0.1,4.5|. The reactants are [Li+].CC(C)[N-]C(C)C (LDA), COC1=CC=C(C=C1)C(C)=O (p-methoxyacetophenone), [NH4+].[Cl-] (NH4Cl), C(C)(C)(C)C1=CC=C(C=O)C=C1 (p-tert-butylbenzaldehyde). Reactants: C(CC)C1=CC=C(C(=O)O)C=C1 (4-propylbenzoic acid), II (I2). The solvent is C(Cl)Cl (CH2Cl2). Conditions: time 48 hour. The product is IC=1C=C(C(=O)O)C=CC1CCC (3-Iodo-4-propylbenzoic acid). Yield: 92.3%. RXN SMILES: [CH2:1]([C:4]1[CH:12]=[CH:11][C:7]([C:8]([OH:10])=[O:9])=[CH:6][CH:5]=1)[CH2:2][CH3:3].[I:13]I>C(Cl)Cl>[I:13][C:5]1[CH:6]=[C:7]([CH:11]=[CH:12][C:4]=1[CH2:1][CH2:2][CH3:3])[C:8]([OH:10])=[O:9]. Procedure: A mixture of 4-propylbenzoic acid (0.3 g; 1.83 mmol), CF3SO3Ag (0.47 g; 1.83 mmol) and I2 (0.46 g; 1.83 mmol) in CH2Cl2 was stirred for 48 h at room temperature, then filtered through Celite pad, washed with fresh CH2Cl2 (2×15 ml). The combined filtrates were washed with 5% NaHSO3, H2O, brine, dried over anhydrous MgSO4, filtered and filtrate evaporated under reduced pressure to give the title compound (0.49 g; 92%) as creamy solid. 1H-NMR (CDCl3) 1.0 (tr, 3H, J=9 Hz); 1.57-1.7 (m, 2H); 1.72-1.7...